The task is: describe an organic reaction: reactants, conditions, products, and yield. This data is from the Open Reaction Database (ORD), a public repository of structured organic reaction records. Procedure details: Analoguous to Example 2(b), the reaction is carried out with 29 g of 4-[5-(pyrazol-1-yl-methyl)-thien-2-yl]-4-oxo-butyric acid and 6.6 g of hydrazin hydrate in 100 ml water. Run in O (water). As a reaction SMILES: [N:1]1([CH2:6][C:7]2[S:11][C:10]([C:12](=O)[CH2:13][CH2:14][C:15]([OH:17])=O)=[CH:9][CH:8]=2)[CH:5]=[CH:4][CH:3]=[N:2]1.O.[NH2:20][NH2:21]>O>[N:1]1([CH2:6][C:7]2[S:11][C:10]([C:12]3[CH2:13][CH2:14][C:15](=[O:17])[NH:20][N:21]=3)=[CH:9][CH:8]=2)[CH:5]=[CH:4][CH:3]=[N:2]1 |f:1.2|. The product is N1(N=CC=C1)CC1=CC=C(S1)C=1CCC(NN1)=O (4.5-Dihydro-6-[5-(pyrazol-1-yl-methyl)-thien-2-yl]-3(2H)-pyridazinone). The reactants are N1(N=CC=C1)CC1=CC=C(S1)C(CCC(=O)O)=O (4-[5-(pyrazol-1-yl-methyl)-thien-2-yl]-4-oxo-butyric acid), O.NN (hydrazin hydrate). Reactants: solid, Cl.Cl.O1CCC2=C1C=CC=C2C2CCN(CC2)CC[C@@H]2CC[C@H](CC2)N (trans-4-{2-[4-(2,3-dihydro-benzofuran-4-yl)-piperidin-1-yl]-ethyl}-cyclohexylamine dihydrochloride), Cl.Cl.O1CCC2=C1C=CC=C2C2CCN(CC2)CC[C@@H]2CC[C@H](CC2)N (trans-4-{2-[4-(2,3-dihydro-benzofuran-4-yl)-piperidin-1-yl]-ethyl}-cyclohexylamine dihydrochloride), CC1=NC=C(C(=O)O)C=C1 (6-methyl-nicotinic acid). Product: O1CCC2=C1C=CC=C2C2CCN(CC2)CC[C@@H]2CC[C@H](CC2)NC(C2=CN=C(C=C2)C)=O (trans-N-(4-{2-[4-(2,3-Dihydro-benzofuran-4-yl)-piperidin-1-yl]-ethyl}-cyclohexyl)-6-methyl-nicotinamide). Reaction SMILES: Cl.Cl.[O:3]1[C:7]2[CH:8]=[CH:9][CH:10]=[C:11]([CH:12]3[CH2:17][CH2:16][N:15]([CH2:18][CH2:19][C@H:20]4[CH2:25][CH2:24][C@H:23]([NH2:26])[CH2:22][CH2:21]4)[CH2:14][CH2:13]3)[C:6]=2[CH2:5][CH2:4]1.[CH3:27][C:28]1[CH:36]=[CH:35][C:31]([C:32](O)=[O:33])=[CH:30][N:29]=1>>[O:3]1[C:7]2[CH:8]=[CH:9][CH:10]=[C:11]([CH:12]3[CH2:17][CH2:16][N:15]([CH2:18][CH2:19][C@H:20]4[CH2:21][CH2:22][C@H:23]([NH:26][C:32](=[O:33])[C:31]5[CH:35]=[CH:36][C:28]([CH3:27])=[N:29][CH:30]=5)[CH2:24][CH2:25]4)[CH2:14][CH2:13]3)[C:6]=2[CH2:5][CH2:4]1 |f:0.1.2|. Procedure details: The title compound, off-white solid (77 mg, 69%), MS (ISP) m/z=448.4 [(M+H)+], mp 202° C., was prepared in accordance with the general method of example 1 from trans-4-{2-[4-(2,3-dihydro-benzofuran-4-yl)-piperidin-1-yl]-ethyl}-cyclohexylamine dihydrochloride (intermediate B) (100 mg, 0.25 mmol) and 6-methyl-nicotinic acid. The reactants are CCC1(O)CC(=O)OCc2c1cc1n(c2=O)Cc2cc3ccc(F)cc3nc2-1, O=CCCc1ccccc1. The product is CCC1(O)CC(=O)OCc2c1cc1n(c2=O)Cc2c-1nc1cc(F)ccc1c2CCc1ccccc1. As a reaction SMILES: [CH2:1]([CH3:2])[C:3]1([OH:28])[CH2:4][C:5](=[O:27])[O:6][CH2:7][c:8]2[c:9](=[O:26])[n:10]3[c:23]([cH:24][c:25]21)-[c:13]1[c:12]([cH:21][c:20]2[c:15]([n:14]1)[cH:16][c:17]([F:22])[cH:18][cH:19]2)[CH2:11]3.[c:29]1([CH2:35][CH2:36][CH:37]=[O:38])[cH:30][cH:31][cH:32][cH:33][cH:34]1>>[CH2:1]([CH3:2])[C:3]1([OH:28])[CH2:4][C:5](=[O:27])[O:6][CH2:7][c:8]2[c:9](=[O:26])[n:10]3[c:23]([cH:24][c:25]21)-[c:13]1[c:12]([c:21]([CH2:36][CH2:35][c:29]2[cH:30][cH:31][cH:32][cH:33][cH:34]2)[c:20]2[c:15]([n:14]1)[cH:16][c:17]([F:22])[cH:18][cH:19]2)[CH2:11]3. The reactants are O=C([O-])O, CS(=O)(=O)c1cc(N)cc([N+](=O)[O-])c1, CC(C)=O, CCOC(C)=O, CC(C)OC(C)C, O=C(Cl)CCl, [K+], O. The product is CS(=O)(=O)c1cc(NC(=O)CCl)cc([N+](=O)[O-])c1. As a reaction SMILES: [C:15](=[O:16])([O-:17])[OH:18].[CH3:1][S:2](=[O:3])(=[O:4])[c:5]1[cH:6][c:7]([NH2:8])[cH:9][c:10]([N+:12](=[O:13])[O-:14])[cH:11]1.[CH3:32][C:33]([CH3:34])=[O:35].[CH3:36][CH2:37][O:38][C:39](=[O:40])[CH3:41].[CH:25]([O:26][CH:27]([CH3:28])[CH3:29])([CH3:30])[CH3:31].[Cl:20][CH2:21][C:22](=[O:23])[Cl:24].[K+:19].[OH2:42]>>[CH3:1][S:2](=[O:3])(=[O:4])[c:5]1[cH:6][c:7]([NH:8][C:22]([CH2:21][Cl:20])=[O:23])[cH:9][c:10]([N+:12](=[O:13])[O-:14])[cH:11]1. The reactants are ClC1=C(C(=O)O)C=C(C=C1)I (2-Chloro-5-iodobenzoic acid), C1(=CC(=CC=C1)B(O)O)C (m-tolylboronic acid), C(=O)([O-])[O-].[Na+].[Na+] (Na2CO3). Reagents/catalysts: CC(=O)[O-].CC(=O)[O-].[Pd+2] (Pd(OAc)2). Solvent: O (water). Run at temperature 50 celsius. Product: ClC1=C(C=C(C=C1)C1=CC(=CC=C1)C)C(=O)O (4-chloro-3′-methylbiphenyl-3-carboxylic acid). RXN SMILES: [Cl:1][C:2]1[CH:10]=[CH:9][C:8](I)=[CH:7][C:3]=1[C:4]([OH:6])=[O:5].[C:12]1([CH3:21])[CH:17]=[CH:16][CH:15]=[C:14](B(O)O)[CH:13]=1.C([O-])([O-])=O.[Na+].[Na+]>O.CC([O-])=O.CC([O-])=O.[Pd+2]>[Cl:1][C:2]1[CH:10]=[CH:9][C:8]([C:14]2[CH:15]=[CH:16][CH:17]=[C:12]([CH3:21])[CH:13]=2)=[CH:7][C:3]=1[C:4]([OH:6])=[O:5] |f:2.3.4,6.7.8|. Procedure: 2-Chloro-5-iodobenzoic acid (2.00 g, 7.08 mmol), m-tolylboronic acid (1.15 g, 8.50 mmol), Na2CO3 (2.70 g, 25.5 mmol) and Pd(OAc)2 (94 mg, 0.42 mmol) were dissolved in water (9 mL) and heated at 50° C. for 2 hours. The mixture was filtered and washed with water and filtrate was acidified with 2.5 M HCl, extracted into ethyl acetate and dried over anhydrous Na2SO4, the solvent was evaporated in vacuo to obtain crude 4-chloro-3′-methylbiphenyl-3-carboxylic acid as a grey solid in quantitative yield...